describe an organic reaction: reactants, conditions, products, and yield From a dataset of the Open Reaction Database (ORD), a public repository of structured organic reaction records. Product: C(C)OC(CCC1=NC=CC(=C1)C1=CC=2N(C=C1)C=CN2)OCC (7-[2-(3,3-Diethoxy-propyl)-pyridin-4-yl]-imidazo[1,2-a]pyridine). RXN SMILES: B1C2CCCC1CCC2.[CH2:10]([O:12][CH:13]([O:16][CH2:17][CH3:18])[CH:14]=[CH2:15])[CH3:11].Cl[C:20]1[CH:25]=[C:24]([C:26]2[CH:31]=[CH:30][N:29]3[CH:32]=[CH:33][N:34]=[C:28]3[CH:27]=2)[CH:23]=[CH:22][N:21]=1.P([O-])([O-])([O-])=O.[K+].[K+].[K+].COC1C=CC=C(OC)C=1C1C=CC=CC=1P(C1CCCCC1)C1CCCCC1>O.O1CCOCC1>[CH2:10]([O:12][CH:13]([O:16][CH2:17][CH3:18])[CH2:14][CH2:15][C:22]1[CH:23]=[C:24]([C:26]2[CH:31]=[CH:30][N:29]3[CH:32]=[CH:33][N:34]=[C:28]3[CH:27]=2)[CH:25]=[CH:20][N:21]=1)[CH3:11] |f:3.4.5.6|. Reactants: COC=1C=CC=C(C1C=2C=CC=CC2P(C3CCCCC3)C4CCCCC4)OC (S-Phos), B1C2CCCC1CCC2 (9-BBN), P(=O)([O-])([O-])[O-].[K+].[K+].[K+] (potassium phosphate), C(C)OC(C=C)OCC (acrolein diethyl acetal), ClC1=NC=CC(=C1)C1=CC=2N(C=C1)C=CN2 (7-(2-chloro-pyridin-4-yl)-imidazo[1,2-a]pyridine). Solvent: O1CCOCC1 (dioxane), O (water). Procedure: In a round bottomed flask, add 9-BBN (0.5 M in THF, 42.2 mL, 2 equiv.) under nitrogen. Add acrolein diethyl acetal (3.4 mL, 2.1 equiv.) via syringe and stir at room temperature overnight. In a separate flask on the second day, combine 7-(2-chloro-pyridin-4-yl)-imidazo[1,2-a]pyridine (2.42 g, 11 mmol), potassium phosphate (4.47 g, 2 equiv.), S-Phos (0.54 g, 12.5 mol %), dioxane (90 mL), and water (45 mL). De-gas with nitrogen then add palladium (II) acetate (0.118 g, 5 mol %) under nitrogen. To t... Yield: 100.0%. Reactants: COc1ccc(CCc2oc3cccc(OC(C)=O)c3c2C)cc1, CO, [Na+], [OH-], O=C(O)CC(O)(CC(=O)O)C(=O)O. Yields the product COc1ccc(CCc2oc3cccc(O)c3c2C)cc1. RXN SMILES: [CH3:1][O:2][c:3]1[cH:4][cH:5][c:6]([CH2:7][CH2:8][c:9]2[o:10][c:11]3[c:12]([c:13]2[CH3:14])[c:15]([O:19][C:20](=[O:21])[CH3:22])[cH:16][cH:17][cH:18]3)[cH:23][cH:24]1.[CH3:38][OH:39].[Na+:41].[OH-:40].[OH:25][C:26]([CH2:27][C:28]([C:29](=[O:30])[OH:31])([CH2:32][C:33](=[O:34])[OH:35])[OH:36])=[O:37]>>[CH3:1][O:2][c:3]1[cH:4][cH:5][c:6]([CH2:7][CH2:8][c:9]2[o:10][c:11]3[c:12]([c:13]2[CH3:14])[c:15]([OH:19])[cH:16][cH:17][cH:18]3)[cH:23][cH:24]1. Starting materials: O=C1CCC(=O)N1Br, COc1cc(C)cc(C)c1, ClC(Cl)(Cl)Cl, CC(C)(C#N)N=NC(C)(C)C#N. Yields the product COc1cc(C)cc(CBr)c1. As a reaction SMILES: [Br:11][N:12]1[C:13](=[O:14])[CH2:15][CH2:16][C:17]1=[O:18].[CH3:1][c:2]1[cH:3][c:4]([O:9][CH3:10])[cH:5][c:6]([CH3:8])[cH:7]1.[Cl:31][C:32]([Cl:33])([Cl:34])[Cl:35].[N:19]([C:20]([CH3:21])([CH3:22])[C:23]#[N:24])=[N:25][C:26]([CH3:27])([CH3:28])[C:29]#[N:30]>>[CH2:1]([c:2]1[cH:3][c:4]([O:9][CH3:10])[cH:5][c:6]([CH3:8])[cH:7]1)[Br:11]. The reactants are O (water), C([O-])([O-])=O.[K+].[K+] (potassium carbonate), BrCCC (1-bromopropane), BrC1=CC=C(C(C=O)=C1)O (5-bromosalicylaldehyde). Run in CN(C)C=O (DMF). Run at temperature 90 celsius, time 3 hour. Product: BrC=1C=CC(=C(C=O)C1)OCCC (5-bromo-2-propoxybenzaldehyde). Reaction SMILES: [Br:1][C:2]1[CH:9]=[C:6]([CH:7]=[O:8])[C:5]([OH:10])=[CH:4][CH:3]=1.C(=O)([O-])[O-].[K+].[K+].Br[CH2:18][CH2:19][CH3:20].O>CN(C=O)C>[Br:1][C:2]1[CH:3]=[CH:4][C:5]([O:10][CH2:18][CH2:19][CH3:20])=[C:6]([CH:9]=1)[CH:7]=[O:8] |f:1.2.3|. Reported procedure: In DMF (160 ml) was dissolved 5-bromosalicylaldehyde (20 g). To the mixture was added at room temperature potassium carbonate (17.9 g) and then was added 1-bromopropane (10.8 ml), and the mixture was stirred at 90° C. for 3 hours and cooled to room temperature. The reaction mixture was added to water, and the mixture was extracted with ethyl acetate, washed with saturated brine and dried with magnesium sulfate. Under reduced pressure, the solvent was evaporated, and the residue was purified with... Starting materials: C(C)OC([C@H](CC(C)C)NC(C1=CC=C(C=C1)N1CCC(CC1)NC[C@@H](C1=CC(=C(C=C1)O)NS(=O)(=O)C)O)=O)=O ((2S)-2-(4-{4-[(2R)-2-Hydroxy-2-(4-hydroxy-3-methanesulfonylamino-phenyl)-ethylamino]-piperidine-1-yl}-benzoylamino)-4-methyl-pentanoic acid ethyl ester), [OH-].[Na+] (sodium hydroxide). Yields the product O[C@@H](CNC1CCN(CC1)C1=CC=C(C(=O)N[C@H](C(=O)O)CC(C)C)C=C1)C1=CC(=C(C=C1)O)NS(=O)(=O)C ((2S)-2-(4-{4-[(2R)-2-Hydroxy-2-(4-hydroxy-3-methanesulfonylamino-phenyl)-ethylamino]-piperidine-1-yl}-benzoylamino)-4-methyl-pentanoic acid). Reaction SMILES: C([O:3][C:4](=[O:41])[C@@H:5]([NH:10][C:11](=[O:40])[C:12]1[CH:17]=[CH:16][C:15]([N:18]2[CH2:23][CH2:22][CH:21]([NH:24][CH2:25][C@H:26]([OH:39])[C:27]3[CH:32]=[CH:31][C:30]([OH:33])=[C:29]([NH:34][S:35]([CH3:38])(=[O:37])=[O:36])[CH:28]=3)[CH2:20][CH2:19]2)=[CH:14][CH:13]=1)[CH2:6][CH:7]([CH3:9])[CH3:8])C.[OH-].[Na+]>>[OH:39][C@H:26]([C:27]1[CH:32]=[CH:31][C:30]([OH:33])=[C:29]([NH:34][S:35]([CH3:38])(=[O:36])=[O:37])[CH:28]=1)[CH2:25][NH:24][CH:21]1[CH2:22][CH2:23][N:18]([C:15]2[CH:16]=[CH:17][C:12]([C:11]([NH:10][C@@H:5]([CH2:6][CH:7]([CH3:9])[CH3:8])[C:4]([OH:41])=[O:3])=[O:40])=[CH:13][CH:14]=2)[CH2:19][CH2:20]1 |f:1.2|. Procedure: The title compound was prepared from 2-(4-{4-[2-hydroxy-2-(4-hydroxy-3-methanesulfonylamino-phenyl)-ethylamino]-piperidine-1-yl}-benzoylamino)-4-methyl-pentanoic acid ethyl ester (which was obtained in Example 198) by sodium hydroxide hydrolysis as a white solid; mp >177° C. (decomposed); 1H NMR (300 MHz, DMSO-d6) δ 0.87 (d, J=6.3 Hz, 3H), 0.90 (d, J=6.3 Hz, 3H), 1.35-1.75 (m, 5H), 1.90-2.00 (m, 2H), 2.60-2.90 (m, 5H), 2.94 (s, 3H), 3.65-3.80 (m, 2H), 4.25-4.35 (m, 1H), 4.60-4.65 (m, 1H), 6.85 (... The reactants are BrCc1ccncc1, Br, Cc1ccc(C(=O)c2c[nH]c3cc4c(cc3c2=O)OCCO4)cc1C, CN(C)C=O, [H-], [Na+]. Yields the product Cc1ccc(C(=O)c2cn(Cc3ccncc3)c3cc4c(cc3c2=O)OCCO4)cc1C. Reaction SMILES: [Br:29][CH2:30][c:31]1[cH:32][cH:33][n:34][cH:35][cH:36]1.[BrH:28].[CH3:1][c:2]1[cH:3][c:4]([C:5](=[O:6])[c:7]2[cH:8][nH:9][c:10]3[cH:11][c:12]4[c:13]([cH:14][c:15]3[c:16]2=[O:17])[O:18][CH2:19][CH2:20][O:21]4)[cH:22][cH:23][c:24]1[CH3:25].[CH3:37][N:38]([CH3:39])[CH:40]=[O:41].[H-:26].[Na+:27]>>[CH3:1][c:2]1[cH:3][c:4]([C:5](=[O:6])[c:7]2[cH:8][n:9]([CH2:30][c:31]3[cH:32][cH:33][n:34][cH:35][cH:36]3)[c:10]3[cH:11][c:12]4[c:13]([cH:14][c:15]3[c:16]2=[O:17])[O:18][CH2:19][CH2:20][O:21]4)[cH:22][cH:23][c:24]1[CH3:25]. Reactants: OCc1ccc(Br)c(F)c1, ClC(Cl)Cl. The product is O=Cc1ccc(Br)c(F)c1. As a reaction SMILES: [Br:1][c:2]1[c:3]([F:10])[cH:4][c:5]([CH2:8][OH:9])[cH:6][cH:7]1.[Cl:11][CH:12]([Cl:13])[Cl:14]>>[Br:1][c:2]1[c:3]([F:10])[cH:4][c:5]([CH:8]=[O:9])[cH:6][cH:7]1.